Dataset: the Open Reaction Database (ORD), a public repository of structured organic reaction records. Task: describe an organic reaction: reactants, conditions, products, and yield The reactants are BrCCC1OCCO1 (2-[2-Bromoethyl]-1,3-dioxolane), C1(=CC=CC=C1)CCOCCC(C#N)C#N (2-[2-Phenylethoxy]ethylpropanedinitrile), [H-].[Na+] (sodium hydride). Product: O1C(OCC1)CCC(C#N)(C#N)CCOCCC1=CC=CC=C1 (2-[1,3-Dioxolan-2-yl]ethyl-2-[2-phenylethoxy]ethylpropanedinitrile). Reaction SMILES: [C:1]1([CH2:7][CH2:8][O:9][CH2:10][CH2:11][CH:12]([C:15]#[N:16])[C:13]#[N:14])[CH:6]=[CH:5][CH:4]=[CH:3][CH:2]=1.[H-].[Na+].Br[CH2:20][CH2:21][CH:22]1[O:26][CH2:25][CH2:24][O:23]1>CS(C)=O>[O:23]1[CH2:24][CH2:25][O:26][CH:22]1[CH2:21][CH2:20][C:12]([CH2:11][CH2:10][O:9][CH2:8][CH2:7][C:1]1[CH:6]=[CH:5][CH:4]=[CH:3][CH:2]=1)([C:13]#[N:14])[C:15]#[N:16] |f:1.2|. Conditions: time 2 hour. Procedure details: A solution of the compound from step b) (1.53 g) in dry dimethyl sulphoxide (20 ml) was added to a suspension of sodium hydride (prewashed with diethyl ether) in dimethyl sulphoxide (20 ml). The mixture was stirred for 2 hours at room temperature. 2-[2-Bromoethyl]-1,3-dioxolane (0.920 ml) was then added and the whole heated at 60° for a further 2 hours. The cooled mixture was then quenched with water, acidified with dilute aqueous hydrochloric acid and extracted with ethyl acetate. The combined ... Yield: 25.0%. Run in CS(=O)C (dimethyl sulphoxide), CS(=O)C (dimethyl sulphoxide). Reactants: OC=1C(=C2CCC(OC2=C(C1C)C)(C)CC(=O)O)C ((±)-(6-hydroxy-2,5,7,8-tetramethylchroman-2-yl)acetic acid), C(=O)(O)[O-].[Na+] (NaHCO3), N1=CC=CC=C1 (pyridine), C(C)(=O)OC(C)=O (acetic anhydride). Run in O1CCCC1 (tetrahydrofuran), O (H2O). Reaction conditions: temperature 25 celsius, time 4 hour. Product: C(C)(=O)OC=1C(=C2CCC(OC2=C(C1C)C)(C)CC(=O)O)C ((±)-(6-acetoxy-2,5,7,8-tetramethylchroman-2-yl)acetic acid). As a reaction SMILES: [OH:1][C:2]1[C:3]([CH3:19])=[C:4]2[C:9](=[C:10]([CH3:13])[C:11]=1[CH3:12])[O:8][C:7]([CH2:15][C:16]([OH:18])=[O:17])([CH3:14])[CH2:6][CH2:5]2.N1C=CC=CC=1.[C:26](OC(=O)C)(=[O:28])[CH3:27].C([O-])(O)=O.[Na+]>O1CCCC1.O>[C:26]([O:1][C:2]1[C:3]([CH3:19])=[C:4]2[C:9](=[C:10]([CH3:13])[C:11]=1[CH3:12])[O:8][C:7]([CH2:15][C:16]([OH:18])=[O:17])([CH3:14])[CH2:6][CH2:5]2)(=[O:28])[CH3:27] |f:3.4|. Reported procedure: A mixture of 66.1 g. (0.25 mol.) of (±)-(6-hydroxy-2,5,7,8-tetramethylchroman-2-yl)acetic acid and 250 ml. each of pyridine and acetic anhydride was stirred at 25°C. under N2 for 20 hours and stripped of solvent at 40°C. to give an orangebrown oil. To a suspension of this material in 500 ml. of H2O and 100 ml. of tetrahydrofuran was added 166 g. (2.0 mol.) of NaHCO3. The suspension was stirred at 25°C. for 4.0 hours, washed with ether, acidified with 2N-aqueous HCl and extracted with ether. The ... The reactants are crude residue, C1(=CC=CC=C1)C (toluene), CCO (EtOH), FC=1C=CC(=C(C#N)C1)OC=1C=C2C=NN(C2=CC1)C (5-Fluoro-2-(1-methyl-1H-indazol-5-yloxy)-benzonitrile), Cl (HCl). The reagents and catalysts are [OH-].[OH-].[Pd+2] (palladium hydroxide on activated carbon). Solvent: CO (methanol). Reaction conditions: time 18 hour. Yields the product Cl.FC=1C=CC(=C(CN)C1)OC=1C=C2C=NN(C2=CC1)C (5-fluoro-2-(1-methyl-1H-indazol-5-yloxy)-benzylamine hydrochloride). Isolated yield 99.1%. As a reaction SMILES: [F:1][C:2]1[CH:3]=[CH:4][C:5]([O:10][C:11]2[CH:12]=[C:13]3[C:17](=[CH:18][CH:19]=2)[N:16]([CH3:20])[N:15]=[CH:14]3)=[C:6]([CH:9]=1)[C:7]#[N:8].[ClH:21].C1(C)C=CC=CC=1.CCO>CO.[OH-].[OH-].[Pd+2]>[ClH:21].[F:1][C:2]1[CH:3]=[CH:4][C:5]([O:10][C:11]2[CH:12]=[C:13]3[C:17](=[CH:18][CH:19]=2)[N:16]([CH3:20])[N:15]=[CH:14]3)=[C:6]([CH:9]=1)[CH2:7][NH2:8] |f:5.6.7,8.9|. Procedure details: Intermediate (4t) (1.13 g, 4.23 mmol; prepared as in Example 94, Steps A-C) was dissolved in methanol (50 mL) and 20% palladium hydroxide on activated carbon (0.50 g, 0.71 mmol) was added to the solution under nitrogen atmosphere. After the addition of concentrated HCl (12 N, 5.0 mL, 60 mmol), the mixture was stirred under hydrogen atmosphere overnight (18 hours). The mixture was filtered and palladium hydroxide was washed with MeOH. After evaporation, the crude residue was azeotroped with a mix... The reactants are ClC=1C=2N(C3=CC=CC=C3N1)C(=NN2)CCCC (4-chloro-1-butyl[1,2,4]triazolo[4,3-a]quinoxaline), ClC=1C=2N(C3=CC=CC=C3N1)C(=NN2)CCC (4-chloro-1-propyl[1,2,4]triazolo[4,3-a]quinoxaline). The product is C(CCC)C1=NN=C2N1C1=CC=CC=C1N=C2NC2CCCC2 (1-Butyl-N-cyclopentyl[1,2,4]triazolo[4,3-a]quinoxalin-4-amine). As a reaction SMILES: Cl[C:2]1[C:3]2[N:4]([C:12]([CH2:15][CH2:16][CH2:17][CH3:18])=[N:13][N:14]=2)[C:5]2[C:10]([N:11]=1)=[CH:9][CH:8]=[CH:7][CH:6]=2.ClC1C2N(C(CCC)=NN=2)[C:23]2[C:28]([N:29]=1)=[CH:27][CH:26]=[CH:25]C=2>>[CH2:15]([C:12]1[N:4]2[C:5]3[C:10]([N:11]=[C:2]([NH:29][CH:28]4[CH2:27][CH2:26][CH2:25][CH2:23]4)[C:3]2=[N:14][N:13]=1)=[CH:9][CH:8]=[CH:7][CH:6]=3)[CH2:16][CH2:17][CH3:18]. Procedure: The title compound was prepared essentially as described in Example 4 substituting 4-chloro-1-butyl[1,2,4]triazolo[4,3-a]quinoxaline for 4-chloro-1-propyl[1,2,4]triazolo[4,3-a]quinoxaline; mp 195°-197° C.